This data is from the Open Reaction Database (ORD), a public repository of structured organic reaction records. The task is: describe an organic reaction: reactants, conditions, products, and yield Reactants: BrBr (bromine), C(C)(=O)O (acetic acid), ice water, [N+](=O)([O-])C=1C=C2CCC(C2=CC1)=O (5-nitroindan-1-one), C(C)(=O)O (acetic acid), Br (hydrobromic acid). Reaction conditions: time 2 hour. Yields the product BrC1C(C2=CC(=CC=C2C1)[N+](=O)[O-])=O (2-Bromo-6-nitroindan-1-one). Reaction SMILES: [N+:1]([C:4]1[CH:5]=[C:6]2C(=C[CH:12]=1)[C:9](=O)[CH2:8][CH2:7]2)([O-:3])=[O:2].[BrH:14].BrBr.[C:17]([OH:20])(=O)[CH3:18]>>[Br:14][CH:9]1[CH2:8][C:7]2[C:18](=[CH:12][C:4]([N+:1]([O-:3])=[O:2])=[CH:5][CH:6]=2)[C:17]1=[O:20]. Procedure: 7.1 g (0.04 mol) of 5-nitroindan-1-one are dissolved in 135 ml of glacial acetic acid, and 1.12 ml of 48 percent hydrobromic acid solution are added. Then 2.06 ml of bromine in 40 ml of glacial acetic acid are added dropwise at room temperature to the solution, which is then stirred for 2 h. The reaction mixture is poured into ice-water and extracted with dichloromethane and, after drying, the solvent is removed from the organic phase in vacuo. The residue is purified by column filtration (silic... Reactants: N-ethyl-t4-(3-chloropropyl)-p-toluenesulfonamide, C1(=CC=C(C=C1)S(=O)(=O)C(N(S(=O)(=O)C1=CC=C(C=C1)C)S(=O)(=O)C1=CC=C(C=C1)C)(CCNCCCCNCCCN)S(=O)(=O)C1=CC=C(C=C1)C)C (tetra (p-toluenesulfonyl) spermine), [H-].[Na+] (sodium hydride), 24-Hexa(p-toluenesulfonyl)3, 7, 11, 16, 20, 24-hexaazahexacosane, ice, CCO.C(Cl)(Cl)Cl (EtOH CHCl3). Reagents/catalysts: [I-].[K+] (potassium iodide). Solvent: CN(C)C=O (DMF), CN(C)C=O (DMF). Conditions: time 30 minute. The product is C(C)N(S(=O)(=O)C1=CC=C(C=C1)C)CCCCl (N-Ethyl-N-(3-chloropropyl)-p-toluenesulfonamide). Isolated yield 60.0%. RXN SMILES: C1(C)C=CC(S([C:10](S(C2C=CC(C)=CC=2)(=O)=O)([CH2:32][CH2:33]NCCCCNCCCN)[N:11]([S:22]([C:25]2[CH:30]=[CH:29][C:28]([CH3:31])=[CH:27][CH:26]=2)(=[O:24])=[O:23])S(C2C=CC(C)=CC=2)(=O)=O)(=O)=O)=CC=1.[H-].[Na+].[CH3:57][CH2:58]O.C(Cl)(Cl)[Cl:61]>CN(C=O)C.[I-].[K+]>[CH2:57]([N:11]([CH2:10][CH2:32][CH2:33][Cl:61])[S:22]([C:25]1[CH:26]=[CH:27][C:28]([CH3:31])=[CH:29][CH:30]=1)(=[O:23])=[O:24])[CH3:58] |f:1.2,3.4,6.7|. Procedure details: 3, 7, 11, 16, 20, 24-Hexa(p-toluenesulfonyl)3, 7, 11, 16, 20, 24-hexaazahexacosane. To tetra (p-toluenesulfonyl) spermine (1.02 g, 2.22 mmol) in dry DMF (10 mL) is added sodium hydride (80% in oil, 0.21 g, 7.0 mmol) and potassium iodide (53 mg, 0.32 mmol). After 30 minutes, N-ethyl-t4-(3-chloropropyl)-p-toluenesulfonamide (2.9 g, 10.5 mmol) in DMF (10 mL) is introduced and the mixture is stirred for 20 h at room temperature then heated at 40°-50° C. for 2 h. The cooled reaction mixture is poured...